This data is from the Open Reaction Database (ORD), a public repository of structured organic reaction records. The task is: describe an organic reaction: reactants, conditions, products, and yield The reactants are CCCn1c(=O)c2c(nc(C(C)(C)C)n2Cc2ccccc2)n(CCC(=O)OC)c1=O, Cl, [Li+], C1CCOC1, [OH-], O. Product: CCCn1c(=O)c2c(nc(C(C)(C)C)n2Cc2ccccc2)n(CCC(=O)O)c1=O. Reaction SMILES: [CH2:1]([c:2]1[cH:3][cH:4][cH:5][cH:6][cH:7]1)[n:8]1[c:9]([C:28]([CH3:29])([CH3:30])[CH3:31])[n:10][c:11]2[n:12]([CH2:22][CH2:23][C:24](=[O:25])[O:26][CH3:27])[c:13](=[O:21])[n:14]([CH2:18][CH2:19][CH3:20])[c:15](=[O:17])[c:16]12.[ClH:39].[Li+:38].[O:32]1[CH2:33][CH2:34][CH2:35][CH2:36]1.[OH-:37].[OH2:40]>>[CH2:1]([c:2]1[cH:3][cH:4][cH:5][cH:6][cH:7]1)[n:8]1[c:9]([C:28]([CH3:29])([CH3:30])[CH3:31])[n:10][c:11]2[n:12]([CH2:22][CH2:23][C:24](=[O:25])[OH:26])[c:13](=[O:21])[n:14]([CH2:18][CH2:19][CH3:20])[c:15](=[O:17])[c:16]12. Reactants: CN1C(NC2=CC=CC=C2C1=O)=O (3-methyl-1,2,3,4-tetrahydro-2,4-dioxo-quinazoline), [N+](#[C-])CC(=O)OCC (ethyl isocyanoacetate). Product: CN1C=2N(C3=CC=CC=C3C1=O)C=NC2C(=O)OCC (Ethyl 4,5-dihydro-4-methyl-5-oxo-imidazo(1,5-a)quinazoline-3-carboxylate). RXN SMILES: [CH3:1][N:2]1[C:11](=[O:12])[C:10]2[C:5](=[CH:6][CH:7]=[CH:8][CH:9]=2)[NH:4][C:3]1=O.[N+:14]([CH2:16][C:17]([O:19][CH2:20][CH3:21])=[O:18])#[C-:15]>>[CH3:1][N:2]1[C:11](=[O:12])[C:10]2[C:5](=[CH:6][CH:7]=[CH:8][CH:9]=2)[N:4]2[CH:15]=[N:14][C:16]([C:17]([O:19][CH2:20][CH3:21])=[O:18])=[C:3]12. Procedure: M.p. 211.4°-211.8° C. by reaction between 3-methyl-1,2,3,4-tetrahydro-2,4-dioxo-quinazoline and ethyl isocyanoacetate.